From a dataset of the Open Reaction Database (ORD), a public repository of structured organic reaction records. describe an organic reaction: reactants, conditions, products, and yield Reactants: O=C(c1c(C2CC2)nn2ccccc12)C1CC1, OCCO, c1ccccc1. Yields the product c1ccn2nc(C3CC3)cc2c1. RXN SMILES: [CH:1]1([C:2](=[O:3])[c:6]2[c:7]([CH:15]3[CH2:16][CH2:17]3)[n:8][n:9]3[c:10]2[cH:11][cH:12][cH:13][cH:14]3)[CH2:4][CH2:5]1.[OH:18][CH2:19][CH2:20][OH:21].[cH:22]1[cH:23][cH:24][cH:25][cH:26][cH:27]1>>[cH:6]1[c:7]([CH:15]2[CH2:16][CH2:17]2)[n:8][n:9]2[c:10]1[cH:11][cH:12][cH:13][cH:14]2. The reactants are Cl (HCl), CI (methyl iodide), [H-].[Na+] (NaH), ClC1=C(C=CC=C1)C=1N(C2=NC(=NC(=C2N1)N1CC2N(CC1)C(CC2)=O)C)CCO (2-[8-(2-chlorophenyl)-9-(2-hydroxyethyl)-2-methyl-purin-6-yl]-1,3,4,7,8,8a-hexahydropyrrolo[1,2-a]pyrazin-6-one). Run in C(C)(=O)OCC (ethyl acetate), C(C)(=O)OCC (ethyl acetate), O (water), CN(C)C=O (DMF). Run at time 2 hour. Yields the product Cl.ClC1=C(C=CC=C1)C=1N(C2=NC(=NC(=C2N1)N1CC2N(CC1)C(CC2)=O)C)CCOC (2-[8-(2-chlorophenyl)-9-(2-methoxyethyl)-2-methyl-purin-6-yl]-1,3,4,7,8,8a-hexahydropyrrolo[1,2-a]pyrazin-6-one hydrochloride). As a reaction SMILES: [Cl:1][C:2]1[CH:7]=[CH:6][CH:5]=[CH:4][C:3]=1[C:8]1[N:9]([CH2:28][CH2:29][OH:30])[C:10]2[C:15]([N:16]=1)=[C:14]([N:17]1[CH2:22][CH2:21][N:20]3[C:23](=[O:26])[CH2:24][CH2:25][CH:19]3[CH2:18]1)[N:13]=[C:12]([CH3:27])[N:11]=2.[CH3:31]I.[H-].[Na+].Cl>C(OCC)(=O)C.O.CN(C=O)C>[ClH:1].[Cl:1][C:2]1[CH:7]=[CH:6][CH:5]=[CH:4][C:3]=1[C:8]1[N:9]([CH2:28][CH2:29][O:30][CH3:31])[C:10]2[C:15]([N:16]=1)=[C:14]([N:17]1[CH2:22][CH2:21][N:20]3[C:23](=[O:26])[CH2:24][CH2:25][CH:19]3[CH2:18]1)[N:13]=[C:12]([CH3:27])[N:11]=2 |f:2.3,8.9|. Procedure: Charge a 100 mL flask with 2-[8-(2-chlorophenyl)-9-(2-hydroxyethyl)-2-methyl-purin-6-yl]-1,3,4,7,8,8a-hexahydropyrrolo[1,2-a]pyrazin-6-one, Isomer-2 [C09111070-E] (3.3 g, 7.73 mmol) and DMF (35 mL) followed by methyl iodide (1.24 g, 8.50 mmol). Add 60% NaH (0.59 g, 13.9 mmol) in portions at 10-25° C. and stir for 2 h. Pour the mixture into water (100 mL) while stirring and extract the solution with ethyl acetate (3×50 mL). Combine the organic layers, wash with water (2×50 mL), and concentrate un... The reactants are COc1ccc(Cn2cc(-c3csc(Oc4ncccn4)n3)c(C)n2)cc1, O=C(O)C(F)(F)F, O=S(=O)(O)C(F)(F)F. Yields the product Cc1[nH]ncc1-c1csc(Oc2ncccn2)n1. As a reaction SMILES: [CH3:1][O:2][c:3]1[cH:4][cH:5][c:6]([CH2:7][n:8]2[n:9][c:10]([CH3:25])[c:11](-[c:13]3[n:14][c:15]([O:18][c:19]4[n:20][cH:21][cH:22][cH:23][n:24]4)[s:16][cH:17]3)[cH:12]2)[cH:26][cH:27]1.[F:36][C:37]([F:38])([F:39])[C:40]([OH:41])=[O:42].[OH:28][S:29]([C:30]([F:31])([F:32])[F:33])(=[O:34])=[O:35]>>[n:8]1[nH:9][c:10]([CH3:25])[c:11](-[c:13]2[n:14][c:15]([O:18][c:19]3[n:20][cH:21][cH:22][cH:23][n:24]3)[s:16][cH:17]2)[cH:12]1. The reactants are [BH3-]C#N, CC(=O)O, CCOC(C)=O, N#Cc1cc(N)cc(-c2nc(-c3ccc(F)cn3)no2)c1, [Na+], O=C1CCCC1, C1CCOC1. Yields the product N#Cc1cc(NC2CCCC2)cc(-c2nc(-c3ccc(F)cn3)no2)c1. As a reaction SMILES: [C:28]([BH3-:29])#[N:30].[CH3:37][C:38](=[O:39])[OH:40].[CH3:41][CH2:42][O:43][C:44](=[O:45])[CH3:46].[F:1][c:2]1[cH:3][cH:4][c:5](-[c:8]2[n:9][o:10][c:11](-[c:13]3[cH:14][c:15]([NH2:21])[cH:16][c:17]([C:19]#[N:20])[cH:18]3)[n:12]2)[n:6][cH:7]1.[Na+:31].[O:22]=[C:23]1[CH2:24][CH2:25][CH2:26][CH2:27]1.[O:32]1[CH2:33][CH2:34][CH2:35][CH2:36]1>>[F:1][c:2]1[cH:3][cH:4][c:5](-[c:8]2[n:9][o:10][c:11](-[c:13]3[cH:14][c:15]([NH:21][CH:23]4[CH2:24][CH2:25][CH2:26][CH2:27]4)[cH:16][c:17]([C:19]#[N:20])[cH:18]3)[n:12]2)[n:6][cH:7]1.